From a dataset of the Open Reaction Database (ORD), a public repository of structured organic reaction records. describe an organic reaction: reactants, conditions, products, and yield The reactants are CC(=O)Nc1cc(C)c(C)cc1Br, CO, [K+], [OH-]. Yields the product Cc1cc(N)c(Br)cc1C. Reaction SMILES: [Br:3][c:4]1[c:5]([NH:12][C:13](=[O:14])[CH3:15])[cH:6][c:7]([CH3:11])[c:8]([CH3:10])[cH:9]1.[CH3:16][OH:17].[K+:2].[OH-:1]>>[Br:3][c:4]1[c:5]([NH2:12])[cH:6][c:7]([CH3:11])[c:8]([CH3:10])[cH:9]1. The reactants are C(C)OC(CCCOC1=C(C(=CC=C1)CCCCCCOC1=CC(=CC(=C1)OCC)Br)CCC(=O)OCC)=O (4-[3-[6-(3-bromo-5-ethoxy-phenoxy)-hexyl]-2-(2-ethoxycarbonyl-ethyl)-phenoxy]-butyric acid ethyl ester), ClC1=CC=C(C=C1)B(O)O (4-chloro-phenylboronic acid), C([O-])([O-])=O.[Cs+].[Cs+] (cesium carbonate). The reagents and catalysts are C1=CC=C(C=C1)P([C-]2C=CC=C2)C3=CC=CC=C3.C1=CC=C(C=C1)P([C-]2C=CC=C2)C3=CC=CC=C3.Cl[Pd]Cl.[Fe+2] ([1,1′-bis(diphenylphosphino)ferrocene]dichloropalladium(II)). Product: C(C)OC(CCCOC1=C(C(=CC=C1)CCCCCCOC=1C=C(C=C(C1)OCC)C1=CC=C(C=C1)Cl)CCC(=O)OCC)=O (4-[3-[6-(4′-chloro-5-ethoxy-biphenyl-3-yloxy)-hexyl]-2-(2-ethoxycarbonyl-ethyl)-phenoxy]-butyric acid ethyl ester). Yield: 72.3%. Reaction SMILES: [CH2:1]([O:3][C:4](=[O:39])[CH2:5][CH2:6][CH2:7][O:8][C:9]1[CH:14]=[CH:13][CH:12]=[C:11]([CH2:15][CH2:16][CH2:17][CH2:18][CH2:19][CH2:20][O:21][C:22]2[CH:27]=[C:26]([O:28][CH2:29][CH3:30])[CH:25]=[C:24](Br)[CH:23]=2)[C:10]=1[CH2:32][CH2:33][C:34]([O:36][CH2:37][CH3:38])=[O:35])[CH3:2].[Cl:40][C:41]1[CH:46]=[CH:45][C:44](B(O)O)=[CH:43][CH:42]=1.C(=O)([O-])[O-].[Cs+].[Cs+]>C1C=CC(P(C2C=CC=CC=2)[C-]2C=CC=C2)=CC=1.C1C=CC(P(C2C=CC=CC=2)[C-]2C=CC=C2)=CC=1.Cl[Pd]Cl.[Fe+2]>[CH2:1]([O:3][C:4](=[O:39])[CH2:5][CH2:6][CH2:7][O:8][C:9]1[CH:14]=[CH:13][CH:12]=[C:11]([CH2:15][CH2:16][CH2:17][CH2:18][CH2:19][CH2:20][O:21][C:22]2[CH:23]=[C:24]([C:44]3[CH:45]=[CH:46][C:41]([Cl:40])=[CH:42][CH:43]=3)[CH:25]=[C:26]([O:28][CH2:29][CH3:30])[CH:27]=2)[C:10]=1[CH2:32][CH2:33][C:34]([O:36][CH2:37][CH3:38])=[O:35])[CH3:2] |f:2.3.4,5.6.7.8|. Procedure: A similar procedure as described in Example 44, step 3 was used, starting from 4-[3-[6-(3-bromo-5-ethoxy-phenoxy)-hexyl]-2-(2-ethoxycarbonyl-ethyl)-phenoxy]-butyric acid ethyl ester (305 mg, 0.5 mmol), 4-chloro-phenylboronic acid (165 mg, 1.0 mmol), [1,1′-bis(diphenylphosphino)ferrocene]dichloropalladium(II) (55 mg, 0.075 mmol), and cesium carbonate (331 mg, 1.0 mmol) to obtain 4-[3-[6-(4′-chloro-5-ethoxy-biphenyl-3-yloxy)-hexyl]-2-(2-ethoxycarbonyl-ethyl)-phenoxy]-butyric acid ethyl ester (231 ... Yields the product CC1(C)Oc2ccc(CO)cc2NC1=O. Starting materials: CC(C)C[AlH]CC(C)C, COC(=O)c1ccc2c(c1)NC(=O)C(C)(C)O2, Cl, C1CCOC1. Reaction SMILES: [CH3:18][CH:19]([CH2:20][AlH:21][CH2:22][CH:23]([CH3:24])[CH3:25])[CH3:26].[CH3:1][C:2]1([CH3:17])[O:3][c:4]2[c:5]([cH:9][c:10]([C:13](=[O:14])[O:15][CH3:16])[cH:11][cH:12]2)[NH:6][C:7]1=[O:8].[ClH:27].[O:28]1[CH2:29][CH2:30][CH2:31][CH2:32]1>>[CH3:1][C:2]1([CH3:17])[O:3][c:4]2[c:5]([cH:9][c:10]([CH2:13][OH:14])[cH:11][cH:12]2)[NH:6][C:7]1=[O:8].